This data is from the Open Reaction Database (ORD), a public repository of structured organic reaction records. The task is: describe an organic reaction: reactants, conditions, products, and yield Starting materials: CN1C(=O)C2(CCCCBr)CCCc3cccc1c32, O=C([O-])O, CCO, [Na+], OC1(c2ccccc2)CCNCC1. Yields the product CN1C(=O)C2(CCCCN3CCC(O)(c4ccccc4)CC3)CCCc3cccc1c32. As a reaction SMILES: [Br:1][CH2:2][CH2:3][CH2:4][CH2:5][C:6]12[C:7](=[O:19])[N:8]([CH3:18])[c:9]3[cH:10][cH:11][cH:12][c:13]([c:14]31)[CH2:15][CH2:16][CH2:17]2.[C:33](=[O:34])([OH:35])[O-:36].[CH3:38][CH2:39][OH:40].[Na+:37].[OH:20][C:21]1([c:27]2[cH:28][cH:29][cH:30][cH:31][cH:32]2)[CH2:22][CH2:23][NH:24][CH2:25][CH2:26]1>>[CH2:2]([CH2:3][CH2:4][CH2:5][C:6]12[C:7](=[O:19])[N:8]([CH3:18])[c:9]3[cH:10][cH:11][cH:12][c:13]([c:14]31)[CH2:15][CH2:16][CH2:17]2)[N:24]1[CH2:23][CH2:22][C:21]([OH:20])([c:27]2[cH:28][cH:29][cH:30][cH:31][cH:32]2)[CH2:26][CH2:25]1. Starting materials: [OH-].[Na+] (Sodium hydroxide), C(C)O (ethanol), FC1=CC=C(NC2=C(C(=O)OC)C=CC(=C2)C=2SC=CC2)C=C1 (methyl 2-(4-fluoroanilino)-4-(thiophen-2-yl)benzoate), Cl (Hydrochloric acid). Solvent: C(C)(=O)OCC (ethyl acetate). Conditions: time 30 minute. The product is FC1=CC=C(NC2=C(C(=O)O)C=CC(=C2)C=2SC=CC2)C=C1 (2-(4-fluoroanilino)-4-(thiophen-2-yl)benzoic acid). RXN SMILES: [OH-].[Na+].C(O)C.[F:6][C:7]1[CH:28]=[CH:27][C:10]([NH:11][C:12]2[CH:21]=[C:20]([C:22]3[S:23][CH:24]=[CH:25][CH:26]=3)[CH:19]=[CH:18][C:13]=2[C:14]([O:16]C)=[O:15])=[CH:9][CH:8]=1.Cl>C(OCC)(=O)C>[F:6][C:7]1[CH:28]=[CH:27][C:10]([NH:11][C:12]2[CH:21]=[C:20]([C:22]3[S:23][CH:24]=[CH:25][CH:26]=3)[CH:19]=[CH:18][C:13]=2[C:14]([OH:16])=[O:15])=[CH:9][CH:8]=1 |f:0.1|. Reported procedure: To a mixed solution of toluene 2.0 mL, ethanol 0.6 mL and water 0.4 mL of methyl 4-bromo-2-(4-fluoroanilino)benzoate 70 mg were added thiophene-2-boronic acid 42 mg, sodium carbonate 64 mg and tetrakis(triphenylphosphine)palladium(0) 13 mg at room temperature, and it was stirred under application of pressure at 160° C. for 5 minutes. After the reaction mixture was cooled to room temperature, insoluble matter was filtrated, and ethyl acetate and 0.5 mol/L hydrochloric acid were added to it. The o... Reactants: Brc1ccc(Br)nc1, CCOCC, CCCCCC, [Cl-], [Li]CCCC, O=C1CN2CCC1CC2, [NH4+], [Na+], [OH-], OC1(c2ccc(-c3ccccc3)nc2)CN2CCC1CC2. The product is OC1(c2ccc(Br)nc2)CN2CCC1CC2. As a reaction SMILES: [Br:1][c:2]1[n:3][cH:4][c:5]([Br:8])[cH:6][cH:7]1.[CH2:54]([O:55][CH2:56][CH3:57])[CH3:58].[CH3:48][CH2:49][CH2:50][CH2:51][CH2:52][CH3:53].[Cl-:23].[Li:9][CH2:10][CH2:11][CH2:12][CH3:13].[N:14]12[CH2:15][C:16](=[O:22])[CH:17]([CH2:18][CH2:19]1)[CH2:20][CH2:21]2.[NH4+:24].[Na+:26].[OH-:25].[OH:27][C:28]1([c:29]2[cH:30][cH:31][c:32](-[c:33]3[cH:34][cH:35][cH:36][cH:37][cH:38]3)[n:39][cH:40]2)[CH:41]2[CH2:42][CH2:43][N:44]([CH2:45][CH2:46]2)[CH2:47]1>>[Br:1][c:2]1[n:3][cH:4][c:5]([C:16]2([OH:22])[CH2:15][N:14]3[CH2:19][CH2:18][CH:17]2[CH2:20][CH2:21]3)[cH:6][cH:7]1. The reactants are OC1c2ccccc2CN2CCCC12, CC(C)=O. Yields the product O=C1c2ccccc2CN2CCCC12. As a reaction SMILES: [CH2:1]1[CH2:2][CH2:3][N:4]2[CH2:5][c:6]3[cH:7][cH:8][cH:9][cH:10][c:11]3[CH:12]([OH:14])[CH:13]12.[CH3:15][C:16](=[O:17])[CH3:18]>>[CH2:1]1[CH2:2][CH2:3][N:4]2[CH2:5][c:6]3[cH:7][cH:8][cH:9][cH:10][c:11]3[C:12](=[O:14])[CH:13]12. The reactants are [Br-], [Zn+]Cc1ccccc1, C1CCOC1, CC(=O)Nc1nc2ccc(-c3ccnc(Cl)n3)cc2s1, c1ccc(P(c2ccccc2)(c2ccccc2)[Pd](P(c2ccccc2)(c2ccccc2)c2ccccc2)(P(c2ccccc2)(c2ccccc2)c2ccccc2)P(c2ccccc2)(c2ccccc2)c2ccccc2)cc1. Product: CC(=O)Nc1nc2ccc(-c3ccnc(Cc4ccccc4)n3)cc2s1. RXN SMILES: [Br-:21].[CH2:22]([c:23]1[cH:24][cH:25][cH:26][cH:27][cH:28]1)[Zn+:29].[CH2:30]1[O:31][CH2:32][CH2:33][CH2:34]1.[Cl:1][c:2]1[n:3][cH:4][cH:5][c:6](-[c:8]2[cH:9][c:10]3[c:11]([n:12][c:13]([NH:15][C:16]([CH3:17])=[O:18])[s:14]3)[cH:19][cH:20]2)[n:7]1.[cH:35]1[cH:36][cH:37][c:38]([P:39]([Pd:40]([P:41]([c:42]2[cH:43][cH:44][cH:45][cH:46][cH:47]2)([c:48]2[cH:49][cH:50][cH:51][cH:52][cH:53]2)[c:54]2[cH:55][cH:56][cH:57][cH:58][cH:59]2)([P:60]([c:61]2[cH:62][cH:63][cH:64][cH:65][cH:66]2)([c:67]2[cH:68][cH:69][cH:70][cH:71][cH:72]2)[c:73]2[cH:74][cH:75][cH:76][cH:77][cH:78]2)[P:79]([c:80]2[cH:81][cH:82][cH:83][cH:84][cH:85]2)([c:86]2[cH:87][cH:88][cH:89][cH:90][cH:91]2)[c:92]2[cH:93][cH:94][cH:95][cH:96][cH:97]2)([c:98]2[cH:99][cH:100][cH:101][cH:102][cH:103]2)[c:104]2[cH:105][cH:106][cH:107][cH:108][cH:109]2)[cH:110][cH:111]1>>[c:2]1([CH2:22][c:23]2[cH:24][cH:25][cH:26][cH:27][cH:28]2)[n:3][cH:4][cH:5][c:6](-[c:8]2[cH:9][c:10]3[c:11]([n:12][c:13]([NH:15][C:16]([CH3:17])=[O:18])[s:14]3)[cH:19][cH:20]2)[n:7]1. The reactants are CC#N, O=C1CN=C(c2ccccc2)c2cc(C(Cl)c3ccc(Cl)cc3)ccc2N1, [K+], [K+], O=C([O-])[O-], c1c[nH]cn1. The product is O=C1CN=C(c2ccccc2)c2cc(C(c3ccc(Cl)cc3)n3ccnc3)ccc2N1. As a reaction SMILES: [CH3:39][C:40]#[N:41].[Cl:1][CH:2]([c:3]1[cH:4][cH:5][c:6]2[c:7]([cH:20]1)[C:8]([c:14]1[cH:15][cH:16][cH:17][cH:18][cH:19]1)=[N:9][CH2:10][C:11](=[O:13])[NH:12]2)[c:21]1[cH:22][cH:23][c:24]([Cl:27])[cH:25][cH:26]1.[K+:33].[K+:34].[O-:35][C:36]([O-:37])=[O:38].[nH:28]1[cH:29][n:30][cH:31][cH:32]1>>[CH:2]([c:3]1[cH:4][cH:5][c:6]2[c:7]([cH:20]1)[C:8]([c:14]1[cH:15][cH:16][cH:17][cH:18][cH:19]1)=[N:9][CH2:10][C:11](=[O:13])[NH:12]2)([c:21]1[cH:22][cH:23][c:24]([Cl:27])[cH:25][cH:26]1)[n:28]1[cH:29][n:30][cH:31][cH:32]1. Reactants: ClC(=O)C1=CC=C(C=CC#N)C=C1 (4-chloroformylcinnamonitrile), C(C1=CC=CC=C1)N(C)C (N-benzyldimethylamine), C1(=CC=CC=C1)C (toluene). Reagents/catalysts: C(C)(=O)[O-].[Pd+2].C(C)(=O)[O-] (palladium acetate). The solvent is CCCCC (n-pentane). Reaction conditions: temperature 140 celsius, time 4 hour. The product is C(=C)C1=CC=C(C=CC#N)C=C1 (4-vinylcinnamonitrile). Isolated yield 43.3%. Reaction SMILES: Cl[C:2]([C:4]1[CH:13]=[CH:12][C:7]([CH:8]=[CH:9][C:10]#[N:11])=[CH:6][CH:5]=1)=O.[CH2:14](N(C)C)C1C=CC=CC=1.C1(C)C=CC=CC=1>C([O-])(=O)C.[Pd+2].C([O-])(=O)C.CCCCC>[CH:2]([C:4]1[CH:13]=[CH:12][C:7]([CH:8]=[CH:9][C:10]#[N:11])=[CH:6][CH:5]=1)=[CH2:14] |f:3.4.5|. Procedure details: 2.39 g (12.5 mmols) of 4-chloroformylcinnamonitrile, 1.69 g (12.5 mmols) of N-benzyldimethylamine and 0.0280 g (0.125 mmol) of palladium acetate are added under argon to 25 ml of toluene. The reaction mixture is stirred for 4 hours at 140° C. under an ethylene pressure of 10 bar. The mixture is then extracted by shaking at room temperature with 100 ml of 2N HCl and 100 ml of 2N NaOH and is dried over magnesium sulfate. The solution is then evaporated and the residue is chromatographed over silic...